describe an organic reaction: reactants, conditions, products, and yield From a dataset of the Open Reaction Database (ORD), a public repository of structured organic reaction records. Reactants: O=C(O)c1nc(-c2ccccc2)n2c1CN=C(c1ccccc1F)c1cc(Cl)ccc1-2, [NH4+], [OH-], O=S(Cl)Cl. Product: NC(=O)c1nc(-c2ccccc2)n2c1CN=C(c1ccccc1F)c1cc(Cl)ccc1-2. Reaction SMILES: [Cl:1][c:2]1[cH:3][cH:4][c:5]2[c:6]([cH:31]1)[C:7]([c:24]1[c:25]([F:30])[cH:26][cH:27][cH:28][cH:29]1)=[N:8][CH2:9][c:10]1[n:11]-2[c:12](-[c:18]2[cH:19][cH:20][cH:21][cH:22][cH:23]2)[n:13][c:14]1[C:15](=[O:16])[OH:17].[NH4+:32].[OH-:33].[S:34]([Cl:35])([Cl:36])=[O:37]>>[Cl:1][c:2]1[cH:3][cH:4][c:5]2[c:6]([cH:31]1)[C:7]([c:24]1[c:25]([F:30])[cH:26][cH:27][cH:28][cH:29]1)=[N:8][CH2:9][c:10]1[n:11]-2[c:12](-[c:18]2[cH:19][cH:20][cH:21][cH:22][cH:23]2)[n:13][c:14]1[C:15](=[O:17])[NH2:32].